This data is from the Open Reaction Database (ORD), a public repository of structured organic reaction records. The task is: describe an organic reaction: reactants, conditions, products, and yield Starting materials: BrC1=CC2=C(N(C(=N2)C2=C(C(=O)/N=C/N(C)C)C=CC=C2)C(C)(C)C)C=C1 (2-(5-bromo-1-tert-butyl-1H-benzimidazol-2-yl)-N-[1-dimethylamino-meth-(E)-ylidene]-benzamide), NN (hydrazine). Run in C(C)(=O)O (acetic acid), CCOC(=O)C (EtOAc). Run at time 2 hour. Yields the product BrC1=CC2=C(N(C(=N2)C2=C(C=CC=C2)C2=NNC=N2)C(C)(C)C)C=C1 (5-bromo-1-tert-butyl-2-[2-(1H-1,2,4-triazol-3-yl)-phenyl]-1H-benzimidazole). Yield: 84.0%. RXN SMILES: [Br:1][C:2]1[CH:27]=[CH:26][C:5]2[N:6]([C:22]([CH3:25])([CH3:24])[CH3:23])[C:7]([C:9]3[CH:21]=[CH:20][CH:19]=[CH:18][C:10]=3[C:11](/[N:13]=[CH:14]/[N:15](C)C)=O)=[N:8][C:4]=2[CH:3]=1.[NH2:28]N>C(O)(=O)C.CCOC(C)=O>[Br:1][C:2]1[CH:27]=[CH:26][C:5]2[N:6]([C:22]([CH3:24])([CH3:23])[CH3:25])[C:7]([C:9]3[CH:21]=[CH:20][CH:19]=[CH:18][C:10]=3[C:11]3[N:13]=[CH:14][NH:15][N:28]=3)=[N:8][C:4]=2[CH:3]=1. Procedure details: To a round bottom flask is added 2-(5-bromo-1-tert-butyl-1H-benzimidazol-2-yl)-N-[1-dimethylamino-meth-(E)-ylidene]-benzamide (230 mg, 0.538 mmol) in glacial acetic acid (3 mL), followed by the addition of hydrazine (35% wt solution in water) (2 mL). The reaction mixture is stirred at room temperature for 2 hours. The reaction mixture is diluted with EtOAc, washed with sat. NaHCO3 and brine, dried under Na2SO4, filtered and concentrated. The residue is loaded onto a silica gel column. The column...